From a dataset of the Open Reaction Database (ORD), a public repository of structured organic reaction records. describe an organic reaction: reactants, conditions, products, and yield The reactants are C1(=CC=CC=C1)CC1C2(CCCC1)SC1=C(NC(C2)=O)C=CC=C1 (2'-phenylmethyl-4,5-dihydro-4-oxospiro[1,5-benzothiazepine-2(3H), 1'-cyclohexane]), ClC1=CC(=CC=C1)C(=O)OO (m-chloroperbenzoic acid), S(=O)([O-])[O-].[Na+].[Na+] (sodium sulfite). The solvent is C(Cl)Cl (methylene chloride). Yields the product C1(=CC=CC=C1)CC1C2(CCCC1)S(C1=C(NC(C2)=O)C=CC=C1)=O (2'-phenylmethyl-4,5-dihydro-4-oxospiro[1,5-benzothiazepine-2(3H), 1'-cyclohexane] 1-oxide). Reaction SMILES: [C:1]1([CH2:7][CH:8]2[CH2:13][CH2:12][CH2:11][CH2:10][C:9]32[CH2:19][C:18](=[O:20])[NH:17][C:16]2[CH:21]=[CH:22][CH:23]=[CH:24][C:15]=2[S:14]3)[CH:6]=[CH:5][CH:4]=[CH:3][CH:2]=1.ClC1C=CC=C(C(OO)=[O:33])C=1.S([O-])([O-])=O.[Na+].[Na+]>C(Cl)Cl>[C:1]1([CH2:7][CH:8]2[CH2:13][CH2:12][CH2:11][CH2:10][C:9]32[CH2:19][C:18](=[O:20])[NH:17][C:16]2[CH:21]=[CH:22][CH:23]=[CH:24][C:15]=2[S:14]3=[O:33])[CH:2]=[CH:3][CH:4]=[CH:5][CH:6]=1 |f:2.3.4|. Reported procedure: To a solution of 2'-phenylmethyl-4,5-dihydro-4-oxospiro[1,5-benzothiazepine-2(3H), 1'-cyclohexane] (5.0 g) in methylene chloride (150 ml) was added 80% m-chloroperbenzoic acid (3.9 g) at 0° C. After fifteen minutes, a saturated aqueous solution (150 ml) of sodium sulfite was added to the solution. The organic layer was washed with brine, dried over magnesium sulfate and concentrated in vacuo. The residue was triturated with diisopropyl ether to give 2'-phenylmethyl-4,5-dihydro-4-oxospiro[1,5-ben... Reactants: CC(C)CBr, O=C([O-])[O-], CO, CC#N, OC1(c2cc(F)cc(F)c2)CCNC1, [K+], [K+], O=C(O)C(=O)O. Yields the product CC(C)CN1CCC(O)(c2cc(F)cc(F)c2)C1. As a reaction SMILES: [Br:21][CH2:22][CH:23]([CH3:24])[CH3:25].[C:15](=[O:16])([O-:17])[O-:18].[CH3:32][OH:33].[CH3:34][C:35]#[N:36].[F:1][c:2]1[cH:3][c:4]([C:9]2([OH:14])[CH2:10][NH:11][CH2:12][CH2:13]2)[cH:5][c:6]([F:8])[cH:7]1.[K+:19].[K+:20].[OH:26][C:27]([C:28](=[O:29])[OH:30])=[O:31]>>[F:1][c:2]1[cH:3][c:4]([C:9]2([OH:14])[CH2:10][N:11]([CH2:22][CH:23]([CH3:24])[CH3:25])[CH2:12][CH2:13]2)[cH:5][c:6]([F:8])[cH:7]1. RXN SMILES: [CH3:1][O:2][C:3]1[CH:4]=[C:5]([CH:7]=[CH:8][CH:9]=1)[NH2:6].[CH:10]([CH:12]([C:16]1[CH:21]=[CH:20][CH:19]=[CH:18][CH:17]=1)[C:13]([O-:15])=[O:14])=O.Cl.[C:23]1(C)C=CC=C[CH:24]=1>>[CH3:1][O:2][C:3]1[CH:4]=[C:5]([CH:7]=[CH:8][CH:9]=1)[NH:6]/[CH:10]=[C:12](/[C:16]1[CH:21]=[CH:20][CH:19]=[CH:18][CH:17]=1)\[C:13]([O:15][CH2:23][CH3:24])=[O:14]. The yield is 56.0%. The product is COC=1C=C(N\C=C(/C(=O)OCC)\C2=CC=CC=C2)C=CC1 (Ethyl (Z)-3-(3-methoxyanilino)-2-phenyl-2-propenoate). Reported procedure: A solution of 3-methoxyaniline (1.55 ml, 13.79 mol) and ethyl ∀-formylphenylacetate (2.92 g, 1.1 eq) in toluene (20 ml) is refluxed for 18 hours. After cooling, the reaction mixture is diluted with toluene (15 ml) and then acidified with 10% HCl. After extraction, the organic phase obtained is dried over MgSO4 and then evaporated under reduced pressure. The residue is purified by chromatography on a column of silica (eluent: CH2Cl2) to give 2.30 g (56%) of compound 8 (Z isomer) in the form of a ... The reactants are C1(=CC=CC=C1)C (toluene), COC=1C=C(N)C=CC1 (3-methoxyaniline), C(=O)C(C(=O)[O-])C1=CC=CC=C1 (formylphenylacetate), C1(=CC=CC=C1)C (toluene), Cl (HCl).